Task: describe an organic reaction: reactants, conditions, products, and yield. Dataset: the Open Reaction Database (ORD), a public repository of structured organic reaction records Reactants: BrCC=1N=C(SC1COC1=CC(=C(C=C1)C1=NOC(N1)=O)F)C1=CC=C(C=C1)C(F)(F)F (3-{4-[4-bromomethyl-2-(4-trifluoromethyl-phenyl)-thiazol-5-ylmethoxy]-2-fluoro-phenyl}-4H-[1,2,4]oxadiazol-5-one), [N-]=[N+]=[N-].[Na+] (sodium azide). The solvent is CN(C=O)C (dimethylformamide). Reaction conditions: time 5 hour. The product is N(=[N+]=[N-])CC=1N=C(SC1COC1=CC(=C(C=C1)C1=NOC(N1)=O)F)C1=CC=C(C=C1)C(F)(F)F (3-{4-[4-azidomethyl-2-(4-trifluoromethyl-phenyl)-thiazol-5-ylmethoxy]-2-fluoro-phenyl}-4H-1,2,4-oxadiazol-5-one). Isolated yield 100.9%. As a reaction SMILES: Br[CH2:2][C:3]1[N:4]=[C:5]([C:23]2[CH:28]=[CH:27][C:26]([C:29]([F:32])([F:31])[F:30])=[CH:25][CH:24]=2)[S:6][C:7]=1[CH2:8][O:9][C:10]1[CH:15]=[CH:14][C:13]([C:16]2[NH:20][C:19](=[O:21])[O:18][N:17]=2)=[C:12]([F:22])[CH:11]=1.[N-:33]=[N+:34]=[N-:35].[Na+]>CN(C)C=O>[N:33]([CH2:2][C:3]1[N:4]=[C:5]([C:23]2[CH:28]=[CH:27][C:26]([C:29]([F:32])([F:31])[F:30])=[CH:25][CH:24]=2)[S:6][C:7]=1[CH2:8][O:9][C:10]1[CH:15]=[CH:14][C:13]([C:16]2[NH:20][C:19](=[O:21])[O:18][N:17]=2)=[C:12]([F:22])[CH:11]=1)=[N+:34]=[N-:35] |f:1.2|. Procedure details: To a solution of 126 mg of 3-{4-[4-bromomethyl-2-(4-trifluoromethyl-phenyl)-thiazol-5-ylmethoxy]-2-fluoro-phenyl}-4H-[1,2,4]oxadiazol-5-one in 1.3 mL of dimethylformamide was added 43.5 mg of sodium azide. The resulting solution was stirred for 5 h and then concentrated under reduced pressure to give 118 mg of 3-{4-[4-azidomethyl-2-(4-trifluoromethyl-phenyl)-thiazol-5-ylmethoxy]-2-fluoro-phenyl}-4H-1,2,4-oxadiazol-5-one which was used in the next step without further purification. Reactants: OC1(CCCC2=CC=C(C=C12)OC)C1CCN(CC1)C (4-(1-Hydroxy-7-methoxy-1,2,3,4-tetrahydronaphth-1-yl)-1-methylpiperidine), C1(=CC=C(C=C1)S(=O)(=O)O)C (para-toluenesulfonic acid). Run in ClCCl (dichloromethane). Yields the product COC1=CC=C2CCC=C(C2=C1)C1CCN(CC1)C (4-(3,4-Dihydro-7-methoxynaphth-1-yl)-1-methylpiperidine). Reaction SMILES: O[C:2]1([CH:14]2[CH2:19][CH2:18][N:17]([CH3:20])[CH2:16][CH2:15]2)[C:11]2[C:6](=[CH:7][CH:8]=[C:9]([O:12][CH3:13])[CH:10]=2)[CH2:5][CH2:4][CH2:3]1.C1(C)C=CC(S(O)(=O)=O)=CC=1>ClCCl>[CH3:13][O:12][C:9]1[CH:10]=[C:11]2[C:6]([CH2:5][CH2:4][CH:3]=[C:2]2[CH:14]2[CH2:19][CH2:18][N:17]([CH3:20])[CH2:16][CH2:15]2)=[CH:7][CH:8]=1. Procedure details: A solution of 15 g of the oil obtained in Stage A, in 400 ml of anhydrous dichloromethane, is refluxed for 20 minutes in the presence of 11.4 g of para-toluenesulfonic acid. As a reaction SMILES: [CH3:1][C:2]1[CH:7]=[CH:6][C:5]([NH:8][C:9]([C:11]2[CH:16]=[CH:15][N:14]=[C:13]([N:17]3[CH2:22][CH2:21][O:20][CH2:19][CH2:18]3)[CH:12]=2)=[O:10])=[CH:4][C:3]=1[NH:23][C:24](=[O:35])[C:25]1[CH:30]=[C:29](Cl)[CH:28]=[CH:27][C:26]=1[N+:32]([O-:34])=[O:33].[CH3:36][N:37]([CH3:42])[CH2:38][CH2:39][CH2:40][NH2:41]>>[CH3:1][C:2]1[CH:7]=[CH:6][C:5]([NH:8][C:9]([C:11]2[CH:16]=[CH:15][N:14]=[C:13]([N:17]3[CH2:22][CH2:21][O:20][CH2:19][CH2:18]3)[CH:12]=2)=[O:10])=[CH:4][C:3]=1[NH:23][C:24](=[O:35])[C:25]1[CH:30]=[C:29]([NH:41][CH2:40][CH2:39][CH2:38][N:37]([CH3:42])[CH3:36])[CH:28]=[CH:27][C:26]=1[N+:32]([O-:34])=[O:33]. Procedure: In an analogous procedure to that described in Example 15, N-[2-methyl-5-(2-morpholinopyrid-4-ylcarbonylamino)phenyl]-5-chloro-2-nitrobenzamide was reacted with 3-dimethylaminopropylamine to give the title compound; NMR Spectrum: (DMSOd6) 1.6-1.72 (m, 2H), 2.12 (s, 6H), 2.22-2.28 (m, 5H), 3.2-3.25 (m, 2H), 3.5-3.54 (m, 4H), 3.69-3.73 (m, 4H), 6.65-6.68 (m, 2H), 7.04 (d, 1H), 7.2 (d, 1H), 7.25 (d, 1H), 7.29 (t, 1H), 7.68 (d, 1H), 8.84 (s, 1H), 8.0 (d, 1H), 8.26 (d, 1H), 9.82 (s, 1H), 10.34 (s, 1H... Yields the product CC1=C(C=C(C=C1)NC(=O)C1=CC(=NC=C1)N1CCOCC1)NC(C1=C(C=CC(=C1)NCCCN(C)C)[N+](=O)[O-])=O (N-[2-methyl-5(2-morpholinopyrid-4-ylcarbonylamino)phenyl]-5-(3-dimethylaminopropylamino)-2-nitrobenzamide). Starting materials: CC1=C(C=C(C=C1)NC(=O)C1=CC(=NC=C1)N1CCOCC1)NC(C1=C(C=CC(=C1)Cl)[N+](=O)[O-])=O (N-[2-methyl-5-(2-morpholinopyrid-4-ylcarbonylamino)phenyl]-5-chloro-2-nitrobenzamide), CN(CCCN)C (3-dimethylaminopropylamine). Starting materials: C(=O)(O)C=1C=C(C=CC1O)N1C(=CC=2C3=C(CCC12)C=CC=C3)C3=CC=CC=C3 (3-(3-carboxy-4-hydroxyphenyl)-4,5-dihydro-2-phenylbenz[e]indole), yellow crystals. The reagents and catalysts are [Pd] (palladium on carbon). Solvent: C=1(C(=CC=CC1)C)C (xylene). Conditions: time 24 hour. Product: C(=O)(O)C=1C=C(C=CC1O)N1C(=CC=2C3=C(C=CC12)C=CC=C3)C3=CC=CC=C3 (3-(3-Carboxy-4-hydroxyphenyl)-2-phenylbenz[e]indole). Reaction SMILES: [C:1]([C:4]1[CH:5]=[C:6]([N:11]2[C:19]3[CH2:18][CH2:17][C:16]4[CH:20]=[CH:21][CH:22]=[CH:23][C:15]=4[C:14]=3[CH:13]=[C:12]2[C:24]2[CH:29]=[CH:28][CH:27]=[CH:26][CH:25]=2)[CH:7]=[CH:8][C:9]=1[OH:10])([OH:3])=[O:2]>[Pd].C1(C)C(C)=CC=CC=1>[C:1]([C:4]1[CH:5]=[C:6]([N:11]2[C:19]3[CH:18]=[CH:17][C:16]4[CH:20]=[CH:21][CH:22]=[CH:23][C:15]=4[C:14]=3[CH:13]=[C:12]2[C:24]2[CH:29]=[CH:28][CH:27]=[CH:26][CH:25]=2)[CH:7]=[CH:8][C:9]=1[OH:10])([OH:3])=[O:2]. Procedure: A mixture of 7.6 g. (0.02 mole) of 3-(3-carboxy-4-hydroxyphenyl)-4,5-dihydro-2-phenylbenz[e]indole, 9.1 g. of 10% palladium on carbon, and 350 ml. of xylene was heated under reflux with stirring under nitrogen for 24 hours and then filtered. The filtrate was concentrated to 135 ml. and cooled. The solid which separated was collected and recrystallized from xylene to provide 3.6 g. (48%) of yellow crystals, m.p. 241.5°-242.5°. The reactants are C12CC3NCC(CC(C1)C3)C2 (4-azatricyclo [4.3.1.13,8 ]undecane), C12CCCCC(CCCC1)N2 (11-azabicyclo[4.4.1]undecane). Product: C12CC3NCC2CC3CC1 (4-azatricyclo[4.4.0.03,8 ]decane). RXN SMILES: [CH:1]12[CH2:11][CH:6]3[CH2:7][CH:8]([CH2:10][CH:3]([NH:4][CH2:5]3)C1)[CH2:9]2.C12NC(CCCC1)CCCC2>>[CH:11]12[CH2:1][CH2:9][CH:8]3[CH:10]([NH:4][CH2:5][CH:6]1[CH2:7]3)[CH2:3]2. Procedure: 4-azatricyclo [4.3.1.13,8 ]undecane; 11-azabicyclo[4.4.1]undecane;